This data is from the Open Reaction Database (ORD), a public repository of structured organic reaction records. The task is: describe an organic reaction: reactants, conditions, products, and yield The reactants are O (Water), OC1=CC=C(C=C1)CC(C(=O)OCC)C (ethyl 3-(4-hydroxyphenyl)-2-methylpropanoate), C([O-])([O-])=O.[K+].[K+] (potassium carbonate), [I-].C[N+](C)=C (N,N-dimethylmethylideneammonium iodide). Run in C1(=CC=CC=C1)C (toluene). Run at time 72 hour. The product is CN(C)CC=1C=C(C=CC1O)CC(C(=O)OCC)C (ethyl 3-(3-((dimethylamino)methyl)-4-hydroxyphenyl)-2-methylpropanoate). Reaction SMILES: [OH:1][C:2]1[CH:7]=[CH:6][C:5]([CH2:8][CH:9]([CH3:15])[C:10]([O:12][CH2:13][CH3:14])=[O:11])=[CH:4][CH:3]=1.C(=O)([O-])[O-].[K+].[K+].[I-].[CH3:23][N+:24](=[CH2:26])[CH3:25].O>C1(C)C=CC=CC=1>[CH3:23][N:24]([CH2:26][C:7]1[CH:6]=[C:5]([CH2:8][CH:9]([CH3:15])[C:10]([O:12][CH2:13][CH3:14])=[O:11])[CH:4]=[CH:3][C:2]=1[OH:1])[CH3:25] |f:1.2.3,4.5|. Reported procedure: To a solution of ethyl 3-(4-hydroxyphenyl)-2-methylpropanoate (672) (150 mg, 0.72 mmol), potassium carbonate (149.3 mg, 1.08 mmol) in toluene (7 mL) was added N,N-dimethylmethylideneammonium iodide (173.2 mg, 0.94 mmol) and stirred for 72 hours. Water was added and the reaction was extracted with ethyl acetate and the combined organic layers dried over sodium sulfate, filtered and concentrated in vacuo. The crude compound was purified by flash column chromatography on silica gel with hexanes and... Starting materials: [Cl-].[NH4+] (ammonium chloride), Cl (HCl), C(C)(C)[N-]C(C)C.[Li+] (Lithium diisopropylamide), CC1=CC(=C(C#N)C=C1)C(F)(F)F (4-methyl-2-(trifluoromethyl)benzonitrile), C(=O)=O (carbon dioxide). Solvent: CCOC(=O)C (EtOAc), C1CCOC1 (THF). Run at temperature -78 celsius, time 5 minute. Yields the product C(#N)C1=C(C=C(C=C1)CC(=O)O)C(F)(F)F ([4-Cyano-3-(trifluoromethyl)phenyl]acetic acid). The yield is 88.0%. Reaction SMILES: C([N-]C(C)C)(C)C.[Li+].[CH3:9][C:10]1[CH:17]=[CH:16][C:13]([C:14]#[N:15])=[C:12]([C:18]([F:21])([F:20])[F:19])[CH:11]=1.[C:22](=[O:24])=[O:23].[Cl-].[NH4+].Cl>C1COCC1.CCOC(C)=O>[C:14]([C:13]1[CH:16]=[CH:17][C:10]([CH2:9][C:22]([OH:24])=[O:23])=[CH:11][C:12]=1[C:18]([F:19])([F:20])[F:21])#[N:15] |f:0.1,4.5|. Reported procedure: Lithium diisopropylamide (13.8 mL, 24.8 mmol, 1.8M in THF) was added to 4-methyl-2-(trifluoromethyl)benzonitrile (2.30 g, 12.4 mmol) in THF (20 mL) at −78° C. and stirred for 5 minutes at −78° C. Excess solid carbon dioxide was added then the mixture was stirred at room temperature for 17 hours. Saturated aqueous ammonium chloride (10.5 mL) and EtOAc (20 mL) was added and the aqueous layer was acidified with 1M HCl. The mixture was extracted with EtOAc (3×15 mL) and the combined organic phases w... As a reaction SMILES: [O:1]1[CH:5]=[CH:4][C:3]([C:6]2[CH:14]=[CH:13][C:12]3[NH:11][CH2:10][C@H:9]4[CH2:15][C@@H:16]([N:18]([CH2:22][CH2:23][CH3:24])[CH2:19][CH2:20][CH3:21])[CH2:17][C:7]=2[C:8]=34)=[N:2]1.ClCl>O=[Mn]=O>[O:1]1[CH:5]=[CH:4][C:3]([C:6]2[CH:14]=[CH:13][C:12]3[NH:11][CH:10]=[C:9]4[CH2:15][C@@H:16]([N:18]([CH2:22][CH2:23][CH3:24])[CH2:19][CH2:20][CH3:21])[CH2:17][C:7]=2[C:8]=34)=[N:2]1. Product: O1N=C(C=C1)C1=C2C=3C(=CNC3C=C1)C[C@H](C2)N(CCC)CCC ((+)(4S)-6-(3-isoxazolyl)-4-(di-n-propylamino)-1,3,4,5-tetrahydrobenz[cd]indole). Starting materials: O1N=C(C=C1)C1=C2C=3[C@@H](CNC3C=C1)C[C@H](C2)N(CCC)CCC ((+)(2aS,4R)-6-(3-isoxazolyl)-4-(di-n-propylamino)-1,2,2a,3,4,5-hexahydrobenz[cd]indole), ClCl (Cl2). Procedure details: A mixture of (+)(2aS,4R)-6-(3-isoxazolyl)-4-(di-n-propylamino)-1,2,2a,3,4,5-hexahydrobenz[cd]indole (180 mg, 0.5 mmol) and 1 g of MnO2 in 40 mL of CH2 Cl2 was sonicated at 50-55 KHz for 2 hr. The reaction mixture warmed to reflux during the time period. The reaction mixture was filtered through a celite pad and the filtrate was concentrated to dryness in vacuo. The residue was chromatographed (flash column, silica gel, ethyl acetate) to provide 50 mg of the isoxazole indole product as an oil. Reagents/catalysts: O=[Mn]=O (MnO2). Yield: 30.9%. Reactants: CCO, O=C(c1ccc([N+](=O)[O-])cc1)N1CCc2cnoc2-c2ccccc21, [Na+], O=C([O-])O, O, Cl[Sn]Cl. Yields the product Nc1ccc(C(=O)N2CCc3cnoc3-c3ccccc32)cc1. Reaction SMILES: [CH2:35]([OH:36])[CH3:37].[N+:1]([O-:2])(=[O:3])[c:4]1[cH:5][cH:6][c:7]([C:8](=[O:9])[N:10]2[CH2:11][CH2:12][c:13]3[c:14]([o:21][n:22][cH:23]3)-[c:15]3[c:16]2[cH:17][cH:18][cH:19][cH:20]3)[cH:24][cH:25]1.[Na+:34].[O-:30][C:31]([OH:32])=[O:33].[OH2:29].[Sn:26]([Cl:27])[Cl:28]>>[NH2:1][c:4]1[cH:5][cH:6][c:7]([C:8](=[O:9])[N:10]2[CH2:11][CH2:12][c:13]3[c:14]([o:21][n:22][cH:23]3)-[c:15]3[c:16]2[cH:17][cH:18][cH:19][cH:20]3)[cH:24][cH:25]1.